This data is from the Open Reaction Database (ORD), a public repository of structured organic reaction records. The task is: describe an organic reaction: reactants, conditions, products, and yield Reactants: [O-]OB([O-])[O-], CC(=O)O, [Na+], [Na+], [Na+], O, O, O, O, CCOC(=O)C1=C(S)CCC1. Reaction SMILES: [B:5]([O:6][O-:7])([O-:8])[O-:9].[CH3:24][C:25](=[O:26])[OH:27].[Na+:10].[Na+:11].[Na+:12].[OH2:1].[OH2:2].[OH2:3].[OH2:4].[SH:13][C:14]1=[C:15]([C:19](=[O:20])[O:21][CH2:22][CH3:23])[CH2:16][CH2:17][CH2:18]1>>[O:1]=[S:13](=[O:2])([OH:3])[C:14]1=[C:15]([C:19](=[O:20])[O:21][CH2:22][CH3:23])[CH2:16][CH2:17][CH2:18]1. The product is CCOC(=O)C1=C(S(=O)(=O)O)CCC1. The reactants are C1CCOC1, [Li]CCCC, CI, CCOC(C)=O, Cc1cc(OCc2c(-c3ccccc3OC(F)(F)F)noc2C2CC2)ccc1-c1ccc2c(C(=O)O)csc2c1, CC(C)NC(C)C, [Cl-], [NH4+], O. Product: Cc1cc(OCc2c(-c3ccccc3OC(F)(F)F)noc2C2CC2)ccc1-c1ccc2c(C(=O)O)c(C)sc2c1. As a reaction SMILES: [CH2:57]1[O:58][CH2:59][CH2:60][CH2:61]1.[CH2:8]([Li:9])[CH2:10][CH2:11][CH3:12].[CH3:53][I:54].[CH3:63][CH2:64][O:65][C:66](=[O:67])[CH3:68].[CH:13]1([c:16]2[c:17]([CH2:32][O:33][c:34]3[cH:35][c:36]([CH3:52])[c:37](-[c:40]4[cH:41][cH:42][c:43]5[c:44]([s:45][cH:46][c:47]5[C:48](=[O:49])[OH:50])[cH:51]4)[cH:38][cH:39]3)[c:18](-[c:21]3[c:22]([O:27][C:28]([F:29])([F:30])[F:31])[cH:23][cH:24][cH:25][cH:26]3)[n:19][o:20]2)[CH2:14][CH2:15]1.[CH:1]([NH:2][CH:3]([CH3:4])[CH3:5])([CH3:6])[CH3:7].[Cl-:55].[NH4+:56].[OH2:62]>>[CH3:1][c:46]1[s:45][c:44]2[c:43]([cH:42][cH:41][c:40](-[c:37]3[c:36]([CH3:52])[cH:35][c:34]([O:33][CH2:32][c:17]4[c:16]([CH:13]5[CH2:14][CH2:15]5)[o:20][n:19][c:18]4-[c:21]4[c:22]([O:27][C:28]([F:29])([F:30])[F:31])[cH:23][cH:24][cH:25][cH:26]4)[cH:39][cH:38]3)[cH:51]2)[c:47]1[C:48](=[O:49])[OH:50]. Reactants: C(#N)C(C(=O)OCC)(CC(=O)OCC)C[Si]1(CCCC1)C (Diethyl 2-cyano-2-[(1-methyl-1-silacyclopentan-1-yl)methyl]succinate), O (water), [Br-].[Li+] (lithium bromide). Solvent: CN(C=O)C (dimethylformamide). Yields the product C[Si]1(CCCC1)CC(CC(=O)OCC)C#N (ethyl 4-(1-methyl-1-silacyclopentan-1-yl)-3-cyanobutanoate). Isolated yield 88.3%. RXN SMILES: [C:1]([C:3]([CH2:15][Si:16]1([CH3:21])[CH2:20][CH2:19][CH2:18][CH2:17]1)([CH2:9][C:10]([O:12][CH2:13][CH3:14])=[O:11])C(OCC)=O)#[N:2].O.[Br-].[Li+]>CN(C)C=O>[CH3:21][Si:16]1([CH2:15][CH:3]([C:1]#[N:2])[CH2:9][C:10]([O:12][CH2:13][CH3:14])=[O:11])[CH2:20][CH2:19][CH2:18][CH2:17]1 |f:2.3|. Reported procedure: Diethyl 2-cyano-2-[(1-methyl-1-silacyclopentan-1-yl)methyl]succinate (1.943 g, 6.25 mmol) was treated with water and lithium bromide in dimethylformamide in the same manner as that of Example 15. The reaction mixture was treated in a conventional manner, and the residue was purified by silica gel column chromatography [hexane/ethyl acetate (14:1)] to obtain ethyl 4-(1-methyl-1-silacyclopentan-1-yl)-3-cyanobutanoate (1.321 g, 88%) mentioned in the title was obtained as colorless oil. The reactants are BrCCOCCBr, O=C([O-])[O-], CS(C)=O, ClCCl, [Cs+], [Cs+], N#CCc1cc(C(=O)N2CCCC3CCCCC32)cs1, O. Product: N#CC1(c2cc(C(=O)N3CCCC4CCCCC43)cs2)CCOCC1. RXN SMILES: [Br:21][CH2:22][CH2:23][O:24][CH2:25][CH2:26][Br:27].[C:28](=[O:29])([O-:30])[O-:31].[CH3:34][S:35]([CH3:36])=[O:37].[Cl:39][CH2:40][Cl:41].[Cs+:32].[Cs+:33].[N:1]1([C:11](=[O:12])[c:13]2[cH:14][c:15]([CH2:18][C:19]#[N:20])[s:16][cH:17]2)[CH2:2][CH2:3][CH2:4][CH:5]2[CH2:6][CH2:7][CH2:8][CH2:9][CH:10]12.[OH2:38]>>[N:1]1([C:11](=[O:12])[c:13]2[cH:14][c:15]([C:18]3([C:19]#[N:20])[CH2:22][CH2:23][O:24][CH2:25][CH2:26]3)[s:16][cH:17]2)[CH2:2][CH2:3][CH2:4][CH:5]2[CH2:6][CH2:7][CH2:8][CH2:9][CH:10]12. Starting materials: C1(CC1)C1=CC(=NC=2N1N=CC2C(=O)O)C2=CC=C(C=C2)C(F)(F)F (7-cyclopropyl-5-(4-trifluoromethyl-phenyl)-pyrazolo[1,5-a]pyrimidine-3-carboxylic acid), NC=1C=C(C=CC1)S(=O)(=O)NC(C)(C)C (3-amino-N-tert-butyl-benzenesulfonamide). Yields the product C(C)(C)(C)NS(=O)(=O)C=1C=C(C=CC1)NC(=O)C=1C=NN2C1N=C(C=C2C2CC2)C2=CC=C(C=C2)C(F)(F)F (7-Cyclopropyl-5-(4-trifluoromethyl-phenyl)-pyrazolo[1,5-a]pyrimidine-3-carboxylic acid(3-tert-butylsulfamoyl-phenyl)-amide). Reaction SMILES: [CH:1]1([C:4]2[N:9]3[N:10]=[CH:11][C:12]([C:13](O)=[O:14])=[C:8]3[N:7]=[C:6]([C:16]3[CH:21]=[CH:20][C:19]([C:22]([F:25])([F:24])[F:23])=[CH:18][CH:17]=3)[CH:5]=2)[CH2:3][CH2:2]1.[NH2:26][C:27]1[CH:28]=[C:29]([S:33]([NH:36][C:37]([CH3:40])([CH3:39])[CH3:38])(=[O:35])=[O:34])[CH:30]=[CH:31][CH:32]=1>>[C:37]([NH:36][S:33]([C:29]1[CH:28]=[C:27]([NH:26][C:13]([C:12]2[CH:11]=[N:10][N:9]3[C:4]([CH:1]4[CH2:2][CH2:3]4)=[CH:5][C:6]([C:16]4[CH:17]=[CH:18][C:19]([C:22]([F:23])([F:25])[F:24])=[CH:20][CH:21]=4)=[N:7][C:8]=23)=[O:14])[CH:32]=[CH:31][CH:30]=1)(=[O:35])=[O:34])([CH3:40])([CH3:38])[CH3:39]. Procedure details: The title compound was prepared from 7-cyclopropyl-5-(4-trifluoromethyl-phenyl)-pyrazolo[1,5-a]pyrimidine-3-carboxylic acid (example C.29) and 3-amino-N-tert-butyl-benzenesulfonamide according to general procedure II. Pale-yellow solid. MS (ISP) 558.2 [(M+H)+]; mp 258-259° C. Starting materials: O (water), C(OC1=CC=CC=C1)(OC1=CC=CC=C1)=O (diphenyl carbonate), N12CCCCCC2=NCCC1 (1,8-diazabicyclo-[5.4.0]-undec-7-ene), NC1=NC(=C(C(=C1CO)C1=CC=C(C=C1)F)C(=O)OC)C(C)C (2-Amino-4-(4-fluorophenyl)-3-hydroxymethyl-6-isopropyl-5-methoxycarbonyl-pyridine). Run in C(C)(=O)OCC (ethyl acetate), C1(=CC=CC=C1)C (toluene). The product is FC1=CC=C(C=C1)C1=C(C(=NC=2NC(OCC21)=O)C(C)C)C(=O)OC (5-(4-Fluorophenyl)-7-isopropyl-6-methoxycarbonyl-2-oxo-1,4-dihydro-2H-pyrido-[2,3-d][1,3]oxazine). Reaction SMILES: [NH2:1][C:2]1[C:7]([CH2:8][OH:9])=[C:6]([C:10]2[CH:15]=[CH:14][C:13]([F:16])=[CH:12][CH:11]=2)[C:5]([C:17]([O:19][CH3:20])=[O:18])=[C:4]([CH:21]([CH3:23])[CH3:22])[N:3]=1.[C:24](=O)(OC1C=CC=CC=1)[O:25]C1C=CC=CC=1.N12CCCN=C1CCCCC2.O>C1(C)C=CC=CC=1.C(OCC)(=O)C>[F:16][C:13]1[CH:12]=[CH:11][C:10]([C:6]2[C:7]3[CH2:8][O:9][C:24](=[O:25])[NH:1][C:2]=3[N:3]=[C:4]([CH:21]([CH3:23])[CH3:22])[C:5]=2[C:17]([O:19][CH3:20])=[O:18])=[CH:15][CH:14]=1. Reported procedure: 41.3 g (0.13 mol) of the compound from Example IV are dissolved in 325 ml of toluene and heated to reflux with 33.4 g (156 mmol) of diphenyl carbonate and 21.7 g (143 mmol) of 1,8-diazabicyclo-[5.4.0]-undec-7-ene for 30 min. The mixture is cooled and treated with 300 ml of water and 150 ml of ethyl acetate. The aqueous phase is extracted with 300 ml of ethyl acetate and the combined organic phases are washed twice with 200 ml of 0.1M NaOH and once with 200 ml of saturated sodium chloride solutio... The reactants are C(C1=CC=CC=C1)OCC1=CC=CC=C1 (benzylether), methanol acetic ester, [H][H] (hydrogen), O1C=CC=C1 (furane), C(C1=CC=CC=C1)OC1=C(C=CC=C1)C1=COC=C1 (3-(2-benzyloxyphenyl)-furane), [H][H] (hydrogen). The reagents and catalysts are [C].[Pd] (palladium carbon). Product: OC1=C(C=CC=C1)C1=COC=C1 (3-(2-hydroxy-phenyl)-furane). RXN SMILES: C(OCC1C=CC=CC=1)C1C=CC=CC=1.O1C=CC=C1.C([O:28][C:29]1[CH:34]=[CH:33][CH:32]=[CH:31][C:30]=1[C:35]1[CH:39]=[CH:38][O:37][CH:36]=1)C1C=CC=CC=1.[H][H]>[C].[Pd]>[OH:28][C:29]1[CH:34]=[CH:33][CH:32]=[CH:31][C:30]=1[C:35]1[CH:39]=[CH:38][O:37][CH:36]=1 |f:4.5|. Reported procedure: The benzylether prepared by the procedure outlined in sub paragraph A above was converted to the hydrophenyl furane and follows: 10.2 grams 3-(2-benzyloxyphenyl)-furane was placed in 50 ml. of a 1:1 solution of methanol/acetic ester, and was hydrogenated with hydrogen in the presence of 1.5 gram 10% palladium carbon, at room temperature and slight pressure. After absorption of one equivalent of hydrogen, the catalyst was filtered off and the solvent carefully drawn off at 20° C. An intensely col...